From a dataset of the Open Reaction Database (ORD), a public repository of structured organic reaction records. describe an organic reaction: reactants, conditions, products, and yield Starting materials: Cl (hydrochloric acid), [OH-].[Na+] (sodium hydroxide), ClC1=CC=C2C(=NNC2=C1)NC(/C=C/C(=O)OCC)=O (ethyl (2E) 4-[(6-chloro-1H-indazol-3-yl)amino]-4-oxo-2-butenoate), C(C)(=O)OCC (ethyl acetate), [OH-].[Na+] (sodium hydroxide). The solvent is O1CCCC1 (tetrahydrofuran), O (water), C(C)O (ethanol). Reaction conditions: temperature 50 celsius. The product is ClC1=CC=C2C(=NNC2=C1)NC(C=CC(=O)O)=O (4-[(6-chloro-1H-indazol-3-yl)amino]-4-oxo-2-butenoic acid). Yield: 61.2%. As a reaction SMILES: [OH-].[Na+].[Cl:3][C:4]1[CH:12]=[C:11]2[C:7]([C:8]([NH:13][C:14](=[O:22])/[CH:15]=[CH:16]/[C:17]([O:19]CC)=[O:18])=[N:9][NH:10]2)=[CH:6][CH:5]=1.Cl.C(OCC)(=O)C>C(O)C.O1CCCC1.O>[Cl:3][C:4]1[CH:12]=[C:11]2[C:7]([C:8]([NH:13][C:14](=[O:22])[CH:15]=[CH:16][C:17]([OH:19])=[O:18])=[N:9][NH:10]2)=[CH:6][CH:5]=1 |f:0.1|. Procedure details: 0.95 cm3 of 1N sodium hydroxide is added to 280 mg of ethyl (2E) 4-[(6-chloro-1H-indazol-3-yl)amino]-4-oxo-2-butenoate, described in Example 2, in 25 cm3 of ethanol. The reaction medium is then heated at 50° C. for two hours, followed by addition of a further 1 equivalent of 1N sodium hydroxide. The temperature is maintained at 50° C. for a further 30 minutes and the heating is then stopped. At about 20° C., the medium is neutralized with 1N hydrochloric acid and then concentrated under reduced ... Starting materials: C(=O)NC=1SC(=C(N1)C(C(=O)NC1[C@@H]2N(C(=C(CS2)C(C)SC2=NN=NN2)C(=O)O)C1=O)=NOC)Br (7-[2-(2-Formamido-5-bromothiazol-4-yl)-2-methoxyiminoacetamido]-3-(1-methyl-1H-tetrazol-5-ylthiomethyl)-3-cephem-4-carboxylic acid), Cl (hydrochloric acid). The product is Cl.NC=1SC(=C(N1)C(C(=O)NC1[C@@H]2N(C(=C(CS2)C(C)SC2=NN=NN2)C(=O)O)C1=O)=NOC)Br (7-[2-(2-amino-5-bromothiazol-4-yl)-2-methoxyiminoacetamido]-3-(1-methyl-1H-tetrazol-5-ylthiomethyl)-3-cephem-4-carboxylic acid hydrochloride). RXN SMILES: C([NH:3][C:4]1[S:5][C:6]([Br:36])=[C:7]([C:9](=[N:33][O:34][CH3:35])[C:10]([NH:12][CH:13]2[C:31](=[O:32])[N:15]3[C:16]([C:28]([OH:30])=[O:29])=[C:17]([CH:20]([S:22][C:23]4[NH:27][N:26]=[N:25][N:24]=4)[CH3:21])[CH2:18][S:19][C@H:14]23)=[O:11])[N:8]=1)=O.[ClH:37]>>[ClH:37].[NH2:3][C:4]1[S:5][C:6]([Br:36])=[C:7]([C:9](=[N:33][O:34][CH3:35])[C:10]([NH:12][CH:13]2[C:31](=[O:32])[N:15]3[C:16]([C:28]([OH:30])=[O:29])=[C:17]([CH:20]([S:22][C:23]4[NH:27][N:26]=[N:25][N:24]=4)[CH3:21])[CH2:18][S:19][C@H:14]23)=[O:11])[N:8]=1 |f:2.3|. Reported procedure: 7-[2-(2-Formamido-5-bromothiazol-4-yl)-2-methoxyiminoacetamido]-3-(1-methyl-1H-tetrazol-5-ylthiomethyl)-3-cephem-4-carboxylic acid (syn isomer, 700 mg.) was treated with conc. hydrochloric acid (1 ml.) in a similar manner to that of Example 1-(2) to give 7-[2-(2-amino-5-bromothiazol-4-yl)-2-methoxyiminoacetamido]-3-(1-methyl-1H-tetrazol-5-ylthiomethyl)-3-cephem-4-carboxylic acid hydrochloride (syn isomer, 660 mg.).